Dataset: the Open Reaction Database (ORD), a public repository of structured organic reaction records. Task: describe an organic reaction: reactants, conditions, products, and yield Product: COC(=O)c1ccccc1Sc1ccc(Cl)cc1N. Reaction SMILES: [CH3:1][O:2][C:3]([c:4]1[c:5]([S:10][c:11]2[c:12]([N+:18]([O-:19])=[O:20])[cH:13][c:14]([Cl:17])[cH:15][cH:16]2)[cH:6][cH:7][cH:8][cH:9]1)=[O:21].[CH3:22][CH2:23][OH:24]>>[CH3:1][O:2][C:3]([c:4]1[c:5]([S:10][c:11]2[c:12]([NH2:18])[cH:13][c:14]([Cl:17])[cH:15][cH:16]2)[cH:6][cH:7][cH:8][cH:9]1)=[O:21]. Reactants: COC(=O)c1ccccc1Sc1ccc(Cl)cc1[N+](=O)[O-], CCO. The reactants are C1CCNCC1, C=O, CCO, O=C1c2c(O)c(O)cc(=O)n2CCN1Cc1ccc(F)cc1. Yields the product O=C1c2c(O)c(O)c(CN3CCCCC3)c(=O)n2CCN1Cc1ccc(F)cc1. As a reaction SMILES: [CH2:23]1[CH2:24][CH2:25][NH:26][CH2:27][CH2:28]1.[CH2:29]=[O:30].[CH3:31][CH2:32][OH:33].[F:1][c:2]1[cH:3][cH:4][c:5]([CH2:6][N:7]2[C:8](=[O:20])[c:9]3[n:10]([c:13](=[O:19])[cH:14][c:15]([OH:18])[c:16]3[OH:17])[CH2:11][CH2:12]2)[cH:21][cH:22]1>>[F:1][c:2]1[cH:3][cH:4][c:5]([CH2:6][N:7]2[C:8](=[O:20])[c:9]3[n:10]([c:13](=[O:19])[c:14]([CH2:29][N:26]4[CH2:25][CH2:24][CH2:23][CH2:28][CH2:27]4)[c:15]([OH:18])[c:16]3[OH:17])[CH2:11][CH2:12]2)[cH:21][cH:22]1.